Dataset: the Open Reaction Database (ORD), a public repository of structured organic reaction records. Task: describe an organic reaction: reactants, conditions, products, and yield Procedure: 7-Benzyloxy-6-methoxy-3,4-dihydroquinazolin-4-one (35 g, 124 mmol) was suspended in thionyl chloride (440 ml) and DMF (1.75 ml) and heated at reflux for 4 hours. The thionyl chloride was evaporated under vacuum and the residue azeotroped with toluene three times. The residue was dissolved in NMP (250 ml) to give a solution of 7-benzyloxy-4-chloro-6-methoxyquinazoline. Reactants: C(C1=CC=CC=C1)OC1=C(C=C2C(NC=NC2=C1)=O)OC (7-Benzyloxy-6-methoxy-3,4-dihydroquinazolin-4-one), CN(C)C=O (DMF), S(=O)(Cl)Cl (thionyl chloride). Reaction SMILES: [CH2:1]([O:8][C:9]1[CH:18]=[C:17]2[C:12]([C:13](=O)[NH:14][CH:15]=[N:16]2)=[CH:11][C:10]=1[O:20][CH3:21])[C:2]1[CH:7]=[CH:6][CH:5]=[CH:4][CH:3]=1.CN(C=O)C.S(Cl)([Cl:29])=O>>[CH2:1]([O:8][C:9]1[CH:18]=[C:17]2[C:12]([C:13]([Cl:29])=[N:14][CH:15]=[N:16]2)=[CH:11][C:10]=1[O:20][CH3:21])[C:2]1[CH:7]=[CH:6][CH:5]=[CH:4][CH:3]=1. The product is C(C1=CC=CC=C1)OC1=C(C=C2C(=NC=NC2=C1)Cl)OC (7-benzyloxy-4-chloro-6-methoxyquinazoline). The reactants are C(C)(C)N(CC)C(C)C (Diisopropylethylamine), Cl.Cl.NCCCCCCCCCCCC(=O)N1CCNCC1 (12-Amino-1-piperazin-1-yl-dodecan-1-one dihydrochloride), I.NC=1C(=NC(=C(N1)N)Cl)C(=O)NC(SC)=N (1-(3,5-diamino-6-chloropyrazine-2-carbonyl)-2-methylisothiourea hydriodide). Run in C(C)O (ethanol). Conditions: temperature 70 celsius, time 10 minute. The product is NC=1C(=NC(=C(N1)N)Cl)C(=O)N(C(=N)N)CCCCCCCCCCCC(N1CCNCC1)=O (N-(3,5-diamino-6-chloropyrazine-2-carbonyl)-N-(12-oxo-12-piperazin-1-yl-dodecyl)guanidine). RXN SMILES: C([N:4](C(C)C)CC)(C)C.Cl.Cl.N[CH2:13][CH2:14][CH2:15][CH2:16][CH2:17][CH2:18][CH2:19][CH2:20][CH2:21][CH2:22][CH2:23][C:24]([N:26]1[CH2:31][CH2:30][NH:29][CH2:28][CH2:27]1)=[O:25].I.[NH2:33][C:34]1[C:35]([C:42]([NH:44][C:45](=[NH:48])SC)=[O:43])=[N:36][C:37]([Cl:41])=[C:38]([NH2:40])[N:39]=1>C(O)C>[NH2:33][C:34]1[C:35]([C:42]([N:44]([CH2:13][CH2:14][CH2:15][CH2:16][CH2:17][CH2:18][CH2:19][CH2:20][CH2:21][CH2:22][CH2:23][C:24](=[O:25])[N:26]2[CH2:27][CH2:28][NH:29][CH2:30][CH2:31]2)[C:45]([NH2:48])=[NH:4])=[O:43])=[N:36][C:37]([Cl:41])=[C:38]([NH2:40])[N:39]=1 |f:1.2.3,4.5|. Procedure: Diisopropylethylamine (1.67 mL, 9.59 mmol) was added to a suspension of 12-amino-1-piperazin-1-yl-dodecan-1-one dihydrochloride (11) (342 mg, 0.96 mmol) in absolute ethanol (10 mL). The resulting solution was stirred at 70° C. (oil bath) for 10 min and then 1-(3,5-diamino-6-chloropyrazine-2-carbonyl)-2-methylisothiourea hydriodide (380 mg, 0.98 mmol) added in one portion. The reaction mixture was then stirred at this temperature for 3 hours and cooled to room temperature. The solvent was removed... Starting materials: C1(CC1)N(C(=O)[C@H]1CNCC[C@@H]1C1=CC=C(C=C1)OCCOC1=C(C=C(C=C1Cl)C)Cl)CC=1C=C(OCC2=CC=C(C(=O)OC)C=C2)C=C(C1)CCCOC (Methyl 4-{[3-({cyclopropy[((3R,4S)-4-{4-[2-(2,6-dichloro-4-methyl-phenoxy)ethoxy]phenyl}piperidin-3-yl)carbonyl]amino}methyl)-5-(3-methoxy-propyl)phenoxy]methyl}benzoate), [OH-].[Na+] (NaOH). Solvent: CO (methanol). Conditions: time 18 hour. Yields the product C1(CC1)N(C(=O)[C@H]1CNCC[C@@H]1C1=CC=C(C=C1)OCCOC1=C(C=C(C=C1Cl)C)Cl)CC=1C=C(OCC2=CC=C(C(=O)O)C=C2)C=C(C1)CCCOC (4-{[3-({Cyclopropyl[((3R,4S)-4-{4-[2-(2,6-dichloro-4-methylphenoxy)ethoxy]-phenyl}piperidin-3-yl)carbonyl]amino}methyl)-5-(3-methoxypropyl)phenoxy]-methyl}benzoic acid). As a reaction SMILES: [CH:1]1([N:4]([CH2:32][C:33]2[CH:34]=[C:35]([CH:48]=[C:49]([CH2:51][CH2:52][CH2:53][O:54][CH3:55])[CH:50]=2)[O:36][CH2:37][C:38]2[CH:47]=[CH:46][C:41]([C:42]([O:44]C)=[O:43])=[CH:40][CH:39]=2)[C:5]([C@@H:7]2[C@@H:12]([C:13]3[CH:18]=[CH:17][C:16]([O:19][CH2:20][CH2:21][O:22][C:23]4[C:28]([Cl:29])=[CH:27][C:26]([CH3:30])=[CH:25][C:24]=4[Cl:31])=[CH:15][CH:14]=3)[CH2:11][CH2:10][NH:9][CH2:8]2)=[O:6])[CH2:3][CH2:2]1.[OH-].[Na+]>CO>[CH:1]1([N:4]([CH2:32][C:33]2[CH:34]=[C:35]([CH:48]=[C:49]([CH2:51][CH2:52][CH2:53][O:54][CH3:55])[CH:50]=2)[O:36][CH2:37][C:38]2[CH:47]=[CH:46][C:41]([C:42]([OH:44])=[O:43])=[CH:40][CH:39]=2)[C:5]([C@@H:7]2[C@@H:12]([C:13]3[CH:14]=[CH:15][C:16]([O:19][CH2:20][CH2:21][O:22][C:23]4[C:28]([Cl:29])=[CH:27][C:26]([CH3:30])=[CH:25][C:24]=4[Cl:31])=[CH:17][CH:18]=3)[CH2:11][CH2:10][NH:9][CH2:8]2)=[O:6])[CH2:3][CH2:2]1 |f:1.2|. Procedure details: To a solution of methyl 4-{[3-({cyclopropyl[((3R,4S)-4-{4-[2-(2,6-dichloro-4-methylphenoxy)ethoxy]phenyl}piperidin-3-yl)carbonyl]amino}methyl)-5-(3-methoxypropyl)phenoxy]methyl}benzoate (1 eq.) from Example 18 in methanol (0.03) was added 1 N aqueous NaOH (2.2 eq.). The reaction was heated to reflux and stirred for 18 h. The volatiles were removed in vacuo and the resulting solid residue was triturated with ether. The resulting residue was then taken up in EtOAc and the insolubles were removed v... Product: CCNc1ccc(C(F)(F)F)cc1CN(Cc1cc(C(F)(F)F)cc(C(F)(F)F)c1)c1ncc(N2CCOCC2)cn1. The reactants are C, CCO, CCN(C(=O)OCc1ccccc1)c1ccc(C(F)(F)F)cc1CN(Cc1cc(C(F)(F)F)cc(C(F)(F)F)c1)c1ncc(N2CCOCC2)cn1, [Pd]. Reaction SMILES: [C:56].[CH3:53][CH2:54][OH:55].[F:1][C:2]([c:3]1[cH:4][c:5]([CH2:6][N:7]([c:8]2[n:9][cH:10][c:11]([N:14]3[CH2:15][CH2:16][O:17][CH2:18][CH2:19]3)[cH:12][n:13]2)[CH2:20][c:21]2[c:22]([N:31]([C:32](=[O:33])[O:34][CH2:35][c:36]3[cH:37][cH:38][cH:39][cH:40][cH:41]3)[CH2:42][CH3:43])[cH:23][cH:24][c:25]([C:27]([F:28])([F:29])[F:30])[cH:26]2)[cH:44][c:45]([C:47]([F:48])([F:49])[F:50])[cH:46]1)([F:51])[F:52].[Pd:57]>>[F:1][C:2]([c:3]1[cH:4][c:5]([CH2:6][N:7]([c:8]2[n:9][cH:10][c:11]([N:14]3[CH2:15][CH2:16][O:17][CH2:18][CH2:19]3)[cH:12][n:13]2)[CH2:20][c:21]2[c:22]([NH:31][CH2:42][CH3:43])[cH:23][cH:24][c:25]([C:27]([F:28])([F:29])[F:30])[cH:26]2)[cH:44][c:45]([C:47]([F:48])([F:49])[F:50])[cH:46]1)([F:51])[F:52]. Reactants: ClC1=NC=C(C(=N1)N)C (2-chloro-5-methylpyrimidin-4-amine), C(C)(C)(C)C1=CC(=CC=C1)Br (1-tert-butyl-3-bromobenzene), CC1(C2=C(C(=CC=C2)P(C3=CC=CC=C3)C4=CC=CC=C4)OC5=C(C=CC=C51)P(C6=CC=CC=C6)C7=CC=CC=C7)C (Xantphos), C([O-])([O-])=O.[Cs+].[Cs+] (cesium carbonate). The reagents and catalysts are C=1C=CC(=CC1)/C=C/C(=O)/C=C/C2=CC=CC=C2.C=1C=CC(=CC1)/C=C/C(=O)/C=C/C2=CC=CC=C2.C=1C=CC(=CC1)/C=C/C(=O)/C=C/C2=CC=CC=C2.[Pd].[Pd] (Pd2(dba)3). The solvent is O1CCOCC1 (dioxane). The product is C(C)(C)(C)C=1C=C(C=CC1)NC1=NC(=NC=C1C)Cl (N-(3-tert-Butylphenyl)-2-chloro-5-methylpyrimidin-4-amine). The yield is 92.6%. As a reaction SMILES: [Cl:1][C:2]1[N:7]=[C:6]([NH2:8])[C:5]([CH3:9])=[CH:4][N:3]=1.[C:10]([C:14]1[CH:19]=[CH:18][CH:17]=[C:16](Br)[CH:15]=1)([CH3:13])([CH3:12])[CH3:11].CC1(C)C2C(=C(P(C3C=CC=CC=3)C3C=CC=CC=3)C=CC=2)OC2C(P(C3C=CC=CC=3)C3C=CC=CC=3)=CC=CC1=2.C(=O)([O-])[O-].[Cs+].[Cs+]>O1CCOCC1.C1C=CC(/C=C/C(/C=C/C2C=CC=CC=2)=O)=CC=1.C1C=CC(/C=C/C(/C=C/C2C=CC=CC=2)=O)=CC=1.C1C=CC(/C=C/C(/C=C/C2C=CC=CC=2)=O)=CC=1.[Pd].[Pd]>[C:10]([C:14]1[CH:15]=[C:16]([NH:8][C:6]2[C:5]([CH3:9])=[CH:4][N:3]=[C:2]([Cl:1])[N:7]=2)[CH:17]=[CH:18][CH:19]=1)([CH3:13])([CH3:12])[CH3:11] |f:3.4.5,7.8.9.10.11|. Procedure details: A mixture of 2-chloro-5-methylpyrimidin-4-amine (670 mg, 4.7 mmol), 1-tert-butyl-3-bromobenzene (1.5 g, 7 mmol), Pd2(dba)3 (366 mg, 0.4 mmol), Xantphos (695 mg, 1.2 mmol) and cesium carbonate (6.2 g, 19 mmol) was suspended in dioxane (150 mL) and heated at reflux under the argon atmosphere for 20 h. The mixture was filtered and the filtrate concentrated in vacuo. The residue was dissolved in EtOAc (10 mL) and added hexanes (100 mL). The solid was collected by filtration and washed with hexanes t... The reactants are C1(=C(C=CC=C1)SC1=C(C(=CC=C1)CC=C)O)C (2-(o-tolylthio)-6-allylphenol), [OH-].[K+] (potassium hydroxide). Run in CO (methanol). Conditions: temperature 110 celsius. Product: C1(=C(C=CC=C1)SC1=C(C(=CC=C1)C=CC)O)C (2-(o-tolylthio)-6-(1-propenyl)phenol). Yield: 101.3%. Reaction SMILES: [C:1]1([CH3:18])[CH:6]=[CH:5][CH:4]=[CH:3][C:2]=1[S:7][C:8]1[CH:13]=[CH:12][CH:11]=[C:10]([CH2:14][CH:15]=[CH2:16])[C:9]=1[OH:17].[OH-].[K+]>CO>[C:1]1([CH3:18])[CH:6]=[CH:5][CH:4]=[CH:3][C:2]=1[S:7][C:8]1[CH:13]=[CH:12][CH:11]=[C:10]([CH:14]=[CH:15][CH3:16])[C:9]=1[OH:17] |f:1.2|. Procedure: A mixture of 2-(o-tolylthio)-6-allylphenol (24 g) and potassium hydroxide (32 g) in methanol (100 ml) was stirred at 110° C. Methanol was distilled off from the mixture under ordinal pressure, and the mixture was stirred at 100° C. for an hour. The reaction mixture was cooled, acidified with conc. hydrochloric acid and extracted with diethyl ether. The extract was washed with water, dried and evaporated under reduced pressure to give oily 2-(o-tolylthio)-6-(1-propenyl)phenol (24.3 g).